From a dataset of the Open Reaction Database (ORD), a public repository of structured organic reaction records. describe an organic reaction: reactants, conditions, products, and yield Reactants: N1C[C@@H](CCC1)N1C(=NC2=C1C=CC=C2)[C@H](C)NC2=C1N=CNC1=NC=N2 ([(S)-1-((R)-1-Piperidin-3-yl-1H-benzoimidazol-2-yl)ethyl]-(9H-purin-6-yl)amine), CN(C)CC(=O)O (dimethylaminoacetic acid), C1=CC2=C(N=C1)N(N=N2)O (HOAt), Cl.CN(CCCN=C=NCC)C (N-(3-dimethylaminopropyl)-N′-ethylcarbodiimide hydrochloride), CN1CCOCC1 (4-methylmorpholine). The solvent is C(Cl)Cl (DCM). Reaction conditions: time 20 hour. Yields the product N1=CN=C2NC=NC2=C1N[C@@H](C)C1=NC2=C(N1[C@H]1CN(CCC1)C(CN(C)C)=O)C=CC=C2 (1-((R)-3-(2-((S)-1-(9H-purin-6-ylamino)ethyl)-1H-benzo[d]imidazol-1-yl)piperidin-1-yl)-2-(dimethylamino)ethanone). Reaction SMILES: [NH:1]1[CH2:6][CH2:5][CH2:4][C@@H:3]([N:7]2[C:11]3[CH:12]=[CH:13][CH:14]=[CH:15][C:10]=3[N:9]=[C:8]2[C@@H:16]([NH:18][C:19]2[N:27]=[CH:26][N:25]=[C:24]3[C:20]=2[N:21]=[CH:22][NH:23]3)[CH3:17])[CH2:2]1.[CH3:28][N:29]([CH2:31][C:32](O)=[O:33])[CH3:30].C1C=NC2N(O)N=NC=2C=1.Cl.CN(C)CCCN=C=NCC.CN1CCOCC1>C(Cl)Cl>[N:27]1[C:19]([NH:18][C@H:16]([C:8]2[N:7]([C@@H:3]3[CH2:4][CH2:5][CH2:6][N:1]([C:32](=[O:33])[CH2:31][N:29]([CH3:30])[CH3:28])[CH2:2]3)[C:11]3[CH:12]=[CH:13][CH:14]=[CH:15][C:10]=3[N:9]=2)[CH3:17])=[C:20]2[C:24]([NH:23][CH:22]=[N:21]2)=[N:25][CH:26]=1 |f:3.4|. Procedure details: A mixture of [(S)-1-((R)-1-piperidin-3-yl-1H-benzoimidazol-2-yl)ethyl]-(9H-purin-6-yl)amine from Example 16 (150 mg, 0.414 mmol), dimethylaminoacetic acid (47 mg, 0.455 mmol), HOAt (62 mg, 0.455 mmol), N-(3-dimethylaminopropyl)-N′-ethylcarbodiimide hydrochloride (87 mL, 0.455 mmol) and 4-methylmorpholine (0.10 mL, 0.911 mmol) in anhydrous DCM (4 mL) was stirred at RT for 20 h. Volatiles were removed in vacuo and the resulting residue was purified by column chromatography (Si—PCC, gradient 0-15% ... The reactants are [N+](=O)([O-])C=1N=C(NC1)S(=O)(=O)C1=CC=C(C=C1)[N+](=O)[O-] (4-Nitro-2-(4-nitrobenzenesulfonyl)imidazole), CN(C=O)C (N,N-dimethylformamide), 2-methyl-2-oxiranylmethyl(S)-4-nitrobenzenesulfonate, C([O-])([O-])=O.[K+].[K+] (potassium carbonate), [F-].[Cs+] (cesium fluoride), C(C)(=O)OCC (ethyl acetate). Solvent: O (Water). Conditions: time 1.5 day. The product is C[C@@]1(OC1)CN1C(=NC(=C1)[N+](=O)[O-])S(=O)(=O)C1=CC=C(C=C1)[N+](=O)[O-] ((R)-1-(2-methyl-2-oxiranylmethyl)-4-nitro-2-(4-nitrobenzenesulfonyl)imidazole). Yield: 31.0%. As a reaction SMILES: [N+:1]([C:4]1[N:5]=[C:6]([S:9]([C:12]2[CH:17]=[CH:16][C:15]([N+:18]([O-:20])=[O:19])=[CH:14][CH:13]=2)(=[O:11])=[O:10])[NH:7][CH:8]=1)([O-:3])=[O:2].[CH3:21]N(C)C=O.C(=O)([O-])[O-].[K+].[K+].[F-].[Cs+].[C:34]([O:37][CH2:38][CH3:39])(=O)C>O>[CH3:21][C@@:38]1([CH2:39][N:7]2[CH:8]=[C:4]([N+:1]([O-:3])=[O:2])[N:5]=[C:6]2[S:9]([C:12]2[CH:13]=[CH:14][C:15]([N+:18]([O-:20])=[O:19])=[CH:16][CH:17]=2)(=[O:11])=[O:10])[CH2:34][O:37]1 |f:2.3.4,5.6|. Procedure details: 4-Nitro-2-(4-nitrobenzenesulfonyl)imidazole (200 mg) and N,N-dimethylformamide (0.57 ml) suspension of 2-methyl-2-oxiranylmethyl(S)-4-nitrobenzenesulfonate (183 mg), potassium carbonate (120 mg) and cesium fluoride (20 mg) were stirred at a room temperature for 1.5 days. Water and ethyl acetate were added to the reaction mixture, and organic layer was taken by separation. The ethyl acetate layer was washed with water and an aqueous solution being saturated with sodium chloride, then dried over a... Reactants: NC1=C(C=C(C(=O)N2CC=3N(CC4=C2C=CC=C4)C=CC3)C=C1)C (10,11-dihydro-10-(4-amino-3-methylbenzoyl)-5H-pyrrolo[2,1-c][1,4]benzodiazepine), C=1(C(=CC=CC1)N=C=O)C (o-tolyl isocyanate). Run in O1CCCC1 (tetrahydrofuran). Reported procedure: A mixture of 0.93 g 10,11-dihydro-10-(4-amino-3-methylbenzoyl)-5H-pyrrolo[2,1-c][1,4]benzodiazepine and 0.37 g of o-tolyl isocyanate in 50 ml of tetrahydrofuran is heated at reflux under argon for 24 hours. The volatiles are evaporated in vacuo to a residue which is dissolved in methylene chloride and passed through a pad of hydrous magnesium silicate. Hexane is added to the filtrate at the boil to give 0.68 g of the desired product as crystals, m.p. 155°-158° C. Reaction SMILES: [NH2:1][C:2]1[CH:23]=[CH:22][C:5]([C:6]([N:8]2[C:14]3[CH:15]=[CH:16][CH:17]=[CH:18][C:13]=3[CH2:12][N:11]3[CH:19]=[CH:20][CH:21]=[C:10]3[CH2:9]2)=[O:7])=[CH:4][C:3]=1C.[C:25]1([CH3:34])[C:26]([N:31]=[C:32]=[O:33])=[CH:27][CH:28]=[CH:29][CH:30]=1>O1CCCC1>[CH3:34][C:25]1[CH:30]=[CH:29][CH:28]=[CH:27][C:26]=1[NH:31][C:32]([NH:1][C:2]1[CH:3]=[CH:4][C:5]([C:6]([N:8]2[C:14]3[CH:15]=[CH:16][CH:17]=[CH:18][C:13]=3[CH2:12][N:11]3[CH:19]=[CH:20][CH:21]=[C:10]3[CH2:9]2)=[O:7])=[CH:22][CH:23]=1)=[O:33]. The yield is 56.1%. Yields the product CC1=C(C=CC=C1)NC(=O)NC1=CC=C(C(=O)N2CC=3N(CC4=C2C=CC=C4)C=CC3)C=C1 (10,11-Dihydro-10-[4-[[[(2-methylphenyl]amino]carbonyl]amino]benzoyl]-5H-pyrrolo[2,1-c][1,4]benzodiazepine). The reactants are COC(C)(C)C (tert-butyl methyl ether), BrC=1C=NC(=NC1)I (5-bromo-2-iodo-pyrimidine), OCC=1C=C(C=CC1)B(O)O (3-(hydroxymethyl)benzeneboronic acid), O.O.O.P(=O)([O-])([O-])[O-].[K+].[K+].[K+] (tripotassium phosphate trihydrate). Reagents/catalysts: C=1C=CC(=CC1)[P](C=2C=CC=CC2)(C=3C=CC=CC3)[Pd]([P](C=4C=CC=CC4)(C=5C=CC=CC5)C=6C=CC=CC6)([P](C=7C=CC=CC7)(C=8C=CC=CC8)C=9C=CC=CC9)[P](C=1C=CC=CC1)(C=1C=CC=CC1)C=1C=CC=CC1 (tetrakis(triphenylphosphine)palladium). The solvent is O (water), O1CCOCC1 (dioxane), O (water). Reaction conditions: temperature 90 celsius, time 18 hour. Yields the product BrC=1C=NC(=NC1)C=1C=C(C=CC1)CO ([3-(5-bromopyrimidin-2-yl)phenyl]methanol). RXN SMILES: [Br:1][C:2]1[CH:3]=[N:4][C:5](I)=[N:6][CH:7]=1.[OH:9][CH2:10][C:11]1[CH:12]=[C:13](B(O)O)[CH:14]=[CH:15][CH:16]=1.O.O.O.P([O-])([O-])([O-])=O.[K+].[K+].[K+].COC(C)(C)C>O1CCOCC1.O.C1C=CC([P]([Pd]([P](C2C=CC=CC=2)(C2C=CC=CC=2)C2C=CC=CC=2)([P](C2C=CC=CC=2)(C2C=CC=CC=2)C2C=CC=CC=2)[P](C2C=CC=CC=2)(C2C=CC=CC=2)C2C=CC=CC=2)(C2C=CC=CC=2)C2C=CC=CC=2)=CC=1>[Br:1][C:2]1[CH:3]=[N:4][C:5]([C:15]2[CH:16]=[C:11]([CH2:10][OH:9])[CH:12]=[CH:13][CH:14]=2)=[N:6][CH:7]=1 |f:2.3.4.5.6.7.8,^1:47,49,68,87|. Procedure details: 750 mg (0.65 mmol) of tetrakis(triphenylphosphine)palladium are added to a solution, kept under nitrogen, of 6.11 g (21.5 mmol) of 5-bromo-2-iodo-pyrimidine, 3.91 g (25.7 mmol) of 3-(hydroxymethyl)benzeneboronic acid and 9.11 g (42.9 mmol) of tripotassium phosphate trihydrate in 120 ml of dioxane and 14 ml of water, and the mixture is stirred at 90° C. for 18 hours. The reaction mixture is cooled to room temperature, tert-butyl methyl ether and water are added, and the mixture is filtered throug... The reactants are BrC1=NC(=CC=C1)Br (2,6-dibromopyridine), FC(C1=CC=C(C=C1)B(O)O)(F)F (4-trifluromethylphenylboronic acid), C([O-])([O-])=O.[Na+].[Na+] (sodium carbonate). The reagents and catalysts are [Pd].C1(=CC=CC=C1)P(C1=CC=CC=C1)C1=CC=CC=C1.C1(=CC=CC=C1)P(C1=CC=CC=C1)C1=CC=CC=C1.C1(=CC=CC=C1)P(C1=CC=CC=C1)C1=CC=CC=C1.C1(=CC=CC=C1)P(C1=CC=CC=C1)C1=CC=CC=C1 (tetrakis(triphenylphosphine) palladium (0)). The solvent is C(OC)COC (dimethoxyethane), O (water). Product: BrC1=NC(=CC=C1)C1=CC=C(C=C1)C(F)(F)F (2-Bromo-6-[4-(trifluoromethyl)phenyl]pyridine). The yield is 22.0%. Reaction SMILES: Br[C:2]1[CH:7]=[CH:6][CH:5]=[C:4]([Br:8])[N:3]=1.[F:9][C:10]([F:21])([F:20])[C:11]1[CH:16]=[CH:15][C:14](B(O)O)=[CH:13][CH:12]=1.C(=O)([O-])[O-].[Na+].[Na+]>C(COC)OC.O.[Pd].C1(P(C2C=CC=CC=2)C2C=CC=CC=2)C=CC=CC=1.C1(P(C2C=CC=CC=2)C2C=CC=CC=2)C=CC=CC=1.C1(P(C2C=CC=CC=2)C2C=CC=CC=2)C=CC=CC=1.C1(P(C2C=CC=CC=2)C2C=CC=CC=2)C=CC=CC=1>[Br:8][C:4]1[CH:5]=[CH:6][CH:7]=[C:2]([C:14]2[CH:15]=[CH:16][C:11]([C:10]([F:21])([F:20])[F:9])=[CH:12][CH:13]=2)[N:3]=1 |f:2.3.4,7.8.9.10.11|. Reported procedure: To a solution of 2,6-dibromopyridine (1.25 g, 5.28 mmol) in dimethoxyethane (100 mL) and water (50 mL), was added 4-trifluromethylphenylboronic acid (1 g, 5.27 mmol) and sodium carbonate (1.45 g, 13.7 mmol). The resulting mixture was flushed with nitrogen prior to addition of tetrakis(triphenylphosphine) palladium (0) (60 mg, 0.05 mmol). The reaction mixture was heated to reflux under nitrogen for 5 h and then allowed to attain room temperature. The solvents were removed in vacuo and the residue... The reactants are Cl[Sn]Cl (SnCl2), NC1=CC=C(C=C1)CC(=O)OC (methyl 4-aminophenylacetate), N(=O)[O-].[Na+] (NaNO2). Solvent: Cl (HCl), O (water), Cl (HCl), O (water). Run at temperature 2.5 celsius, time 30 minute. Product: Cl.N(N)C1=CC=C(C=C1)CC(=O)OC (methyl 4-hydrazinophenylacetate hydrochloride). Isolated yield 69.3%. RXN SMILES: [NH2:1][C:2]1[CH:7]=[CH:6][C:5]([CH2:8][C:9]([O:11][CH3:12])=[O:10])=[CH:4][CH:3]=1.[N:13]([O-])=O.[Na+].[Cl:17][Sn]Cl>Cl.O>[ClH:17].[NH:1]([C:2]1[CH:3]=[CH:4][C:5]([CH2:8][C:9]([O:11][CH3:12])=[O:10])=[CH:6][CH:7]=1)[NH2:13] |f:1.2,6.7|. Procedure details: To a solution of methyl 4-aminophenylacetate (5.5 g, 33.3 mmol) in concentrated HCl (35 mL) at 0° C. is added a solution of NaNO2 (2.3 g, 33.3 mmol) in water (10 mL). The temperature of the reaction is maintained at 0-5° C. After stirring for 30 minutes, a solution of SnCl2 (19 g, 99.9 mmol) in concentrated HCl (10 mL) is added and the mixture is vigorously stirred with a stirring rod. The mixture is then diluted with water (50 mL), and the resulting precipitate is collected by suction filtratio...